From a dataset of the Open Reaction Database (ORD), a public repository of structured organic reaction records. describe an organic reaction: reactants, conditions, products, and yield Starting materials: C1(=CC=CC=C1)COC(N[C@H](C)C1=NC2=C(N1)C=CC=C2)=O ((R)-[1-(1H-Benzimidazol-2-yl)ethyl]carbamic acid phenylmethyl ester). The reagents and catalysts are [Pd] (palladium on carbon). Run in CO (methyl alcohol). Product: C[C@@H](N)C1=NC2=C(N1)C=CC=C2 ((R)-alpha-Methyl-1H-benzimidazole-2-methanamine). Isolated yield 82.2%. As a reaction SMILES: C1(COC(=O)[NH:10][C@@H:11]([C:13]2[NH:17][C:16]3[CH:18]=[CH:19][CH:20]=[CH:21][C:15]=3[N:14]=2)[CH3:12])C=CC=CC=1>[Pd].CO>[CH3:12][C@H:11]([C:13]1[NH:14][C:15]2[CH:21]=[CH:20][CH:19]=[CH:18][C:16]=2[N:17]=1)[NH2:10]. Reported procedure: The title compound is prepared by the procedure of Example 15, in a Parr apparatus, using 1.07 g of product from Example 44, 90 ml of methyl alcohol and 2.45 g of 10% palladium on carbon to give 0.48 g of the desired product after recrystallization from carbon tetrachloride. Starting materials: O (water), FC1=CC=C(C=C1)C(F)(F)F (4-fluorobenzotrifluoride), C1(=CC=CC=C1)C1(CCNCC1)O (4-phenyl-4-piperidinol), [H-].[Na+] (sodium hydride). Run in CS(=O)C (DMSO), CS(=O)C (DMSO). Yields the product C1(=CC=CC=C1)C1(CCNCC1)OC1=CC=C(C=C1)C(F)(F)F (4-Phenyl-4-(4-trifluoromethylphenoxy)piperidine). Yield: 11.7%. RXN SMILES: [C:1]1([C:7]2([OH:13])[CH2:12][CH2:11][NH:10][CH2:9][CH2:8]2)[CH:6]=[CH:5][CH:4]=[CH:3][CH:2]=1.[H-].[Na+].F[C:17]1[CH:22]=[CH:21][C:20]([C:23]([F:26])([F:25])[F:24])=[CH:19][CH:18]=1.O>CS(C)=O>[C:1]1([C:7]2([O:13][C:17]3[CH:22]=[CH:21][C:20]([C:23]([F:26])([F:25])[F:24])=[CH:19][CH:18]=3)[CH2:12][CH2:11][NH:10][CH2:9][CH2:8]2)[CH:2]=[CH:3][CH:4]=[CH:5][CH:6]=1 |f:1.2|. Procedure: A mixture of 4-phenyl-4-piperidinol (7.1 g, 40 mM), DMSO (50 ml) and sodium hydride (2 g of a 50% dispersion in oil) was heated at 80° until homogenous, cooled to ambient temperature and treated with 4-fluorobenzotrifluoride (6.6 g, 40 mM) in DMSO (10 ml). After 24 hours the reaction mixture was poured on to cold water (250 ml) and extracted with ether (2×250 ml). The combined organic layers were washed with brine, dried and the solvent removed under reduced pressure. The residue was triturated ...